Dataset: the Open Reaction Database (ORD), a public repository of structured organic reaction records. Task: describe an organic reaction: reactants, conditions, products, and yield Reactants: C(OC)(OC)=O (dimethyl carbonate), BrC=1C=C(C=CC1F)C(C)=O (3′-bromo-4′-fluoroacetophenone), [H-].[Na+] (sodium hydride). The solvent is O1CCCC1 (tetrahydrofuran). Yields the product BrC=1C=C(C=CC1F)C(CC(=O)OC)=O (Methyl 3-[3-(bromo)-4-(fluoro)-phenyl]-3-oxopropionate). Reaction SMILES: [H-].[Na+].[C:3](=[O:8])([O:6][CH3:7])OC.[Br:9][C:10]1[CH:11]=[C:12]([C:17](=[O:19])[CH3:18])[CH:13]=[CH:14][C:15]=1[F:16]>O1CCCC1>[Br:9][C:10]1[CH:11]=[C:12]([C:17](=[O:19])[CH2:18][C:3]([O:6][CH3:7])=[O:8])[CH:13]=[CH:14][C:15]=1[F:16] |f:0.1|. Procedure: To a suspension of sodium hydride (1.1 g of 60% suspension in mineral oil, hexane-washed, 27.6 mmol) in 50 mL of tetrahydrofuran was added dimethyl carbonate (2.3 mL, 27.6 mmol) and 3′-bromo-4′-fluoroacetophenone (3.0 g, 13.8 mmol).